Dataset: the Open Reaction Database (ORD), a public repository of structured organic reaction records. Task: describe an organic reaction: reactants, conditions, products, and yield Starting materials: CC(C)(C)NS(=O)(=O)C1=C(N(C=C1)C)C(=O)OC (methyl 3-[[(1,1-dimethylethyl)amino]-sulfonyl]-1-methyl-1H-pyrrole-2-carboxylate), FC(C(=O)O)(F)F (trifluoroacetic acid). Reagents/catalysts: [Au] (gold). Solvent: C(Cl)Cl (methylene chloride). Yields the product NS(=O)(=O)C1=C(N(C=C1)C)C(=O)OC (Methyl 3-(aminosulfonyl)-1-methyl-1H-pyrrole-2-carboxylate). Reaction SMILES: CC([NH:5][S:6]([C:9]1[CH:13]=[CH:12][N:11]([CH3:14])[C:10]=1[C:15]([O:17][CH3:18])=[O:16])(=[O:8])=[O:7])(C)C.FC(F)(F)C(O)=O>[Au].C(Cl)Cl>[NH2:5][S:6]([C:9]1[CH:13]=[CH:12][N:11]([CH3:14])[C:10]=1[C:15]([O:17][CH3:18])=[O:16])(=[O:8])=[O:7]. Procedure details: To a solution of 3.53 g of methyl 3-[[(1,1-dimethylethyl)amino]-sulfonyl]-1-methyl-1H-pyrrole-2-carboxylate in 40 mL, of methylene chloride under an nitrogen atmosphere was added 80 mL of trifluoroacetic acid (TFA). The gold solution was stirred at room temperature overnight ca. 16 hours. The gold solution was concentrated to an oily residue. Diethyl ether was added to the residue and removed by evaporation to remove residual TFA. The resulting solid was suspended in diethyl ether and filtered a... The reactants are C(C)OC(=S)[S-].[K+] (potassium ethylxanthate), C(C)(=O)[O-].[Na+] (sodium acetate), diazonium salt, [OH-].[K+] (KOH), Cl (hydrochloric acid), N(=O)[O-].[Na+] (NaNO2), ClC1=C(N)C=C(C=C1)OC (2-chloro-5-methoxy-aniline), xanthic acid ester. The solvent is O (water), C(Cl)Cl (CH2Cl2), C(C)O (ethanol), O (water), O (water). Yields the product ClC1=C(C=C(C=C1)OC)S (2-chloro-5-methoxy-thiophenol). As a reaction SMILES: Cl.[Cl:2][C:3]1[CH:9]=[CH:8][C:7]([O:10][CH3:11])=[CH:6][C:4]=1N.N([O-])=O.[Na+].C([O-])(=O)C.[Na+].C(OC([S-])=[S:25])C.[K+].[OH-].[K+]>O.C(O)C.C(Cl)Cl>[Cl:2][C:3]1[CH:9]=[CH:8][C:7]([O:10][CH3:11])=[CH:6][C:4]=1[SH:25] |f:2.3,4.5,6.7,8.9|. Reported procedure: A mixture of 450 ml of concentrated hydrochloric acid and 1,200 ml of water is added to 157.6 g of 2-chloro-5-methoxy-aniline, while stirring, and the mixture is diazotised with a solution of 69 g of NaNO2 in 130 ml of water at 0°-5°. The mixture is then buffered with sodium acetate and the diazonium salt solution is added dropwise, while stirring, to a solution, at 70°, of 256 g of potassium ethylxanthate in 360 ml of water. After cooling, the mixture is worked up with CH2Cl2 and the resulting ... The solvent is COCCOC (DME). The reactants are O (Water), [Na] (Sodium), SC=1SC2=C(N1)C=CC=C2 (2-mercaptobenzothiazole), C1(=CC=C(C=C1)S(=O)(=O)OC(C#N)C1=CC(=CC=C1)OC1=CC=CC=C1)C (O-[p-toluenesulfonyl)-m-phenoxymandelonitrile). Procedure details: 1.517 g of O-[p-toluenesulfonyl)-m-phenoxymandelonitrile was dissolved in 5 ml of DME, and the solution was stirred in an argon atmosphere under ice cooling. Sodium salt of 2-mercaptobenzothiazole (760 mg) was added, and the mixture was stirred under ice cooling for 30 minutes, and then at room temperature for 1.5 hours. Water (20 ml) was added to the reaction mixture, and it was extracted with 20 ml of methylene chloride three times. The extract was washed with 10 ml of water, dried over anhydr... Yield: 82.4%. As a reaction SMILES: C1(C)C=CC(S(O[CH:11]([C:14]2[CH:19]=[CH:18][CH:17]=[C:16]([O:20][C:21]3[CH:26]=[CH:25][CH:24]=[CH:23][CH:22]=3)[CH:15]=2)[C:12]#[N:13])(=O)=O)=CC=1.[Na].[SH:29][C:30]1[S:31][C:32]2[CH:38]=[CH:37][CH:36]=[CH:35][C:33]=2[N:34]=1.O>COCCOC>[S:31]1[C:32]2[CH:38]=[CH:37][CH:36]=[CH:35][C:33]=2[N:34]=[C:30]1[S:29][CH:11]([C:14]1[CH:19]=[CH:18][CH:17]=[C:16]([O:20][C:21]2[CH:22]=[CH:23][CH:24]=[CH:25][CH:26]=2)[CH:15]=1)[C:12]#[N:13] |^1:27|. Reaction conditions: time 1.5 hour. The product is S1C(=NC2=C1C=CC=C2)SC(C#N)C2=CC(=CC=C2)OC2=CC=CC=C2 (alpha-(2-benzothiazolylthio)(m-phenoxyphenyl)acetonitrile). As a reaction SMILES: [CH3:1][N:2]([CH3:10])[C:3]1[CH:9]=[CH:8][C:6]([NH2:7])=[CH:5][CH:4]=1>CC(O)=O.[Pd]>[CH3:1][N:2]([CH3:10])[CH:3]1[CH2:9][CH2:8][CH:6]([NH2:7])[CH2:5][CH2:4]1. The reactants are CN(C1=CC=C(N)C=C1)C (4-dimethylaminoaniline). Reagents/catalysts: [Pd] (palladium-on-charcoal). Run in CC(=O)O (AcOH). Isolated yield 22.8%. Procedure: A mixture of 68 g of 4-dimethylaminoaniline and 34 g of 5% palladium-on-charcoal in 250 ml of AcOH is hydrogenated at a temperature of 75°-90° C. under a pressure of 50 bar. The catalyst is filtered off and washed with water and the filtrate is evaporated under vacuum. The residue is taken up with water, rendered alkaline by the addition of concentrated NaOH, extracted with AcOEt and dried over Na2SO4 and the solvent is evaporated off under vacuum. The oil obtained is distilled under reduced pre... The product is CN(C1CCC(CC1)N)C (4-Dimethylaminocyclohexylamine). Product: CCCc1nc(C)c(-c2ccc3c(c2)C(OC)CC(C)(C)O3)c(=O)n1Cc1ccc(-c2ccccc2C#N)cc1. As a reaction SMILES: [CH3:44][N:45]([CH3:46])[CH:47]=[O:48].[CH3:49][CH2:50][O:51][C:52](=[O:53])[CH3:54].[H-:3].[I:1][CH3:2].[Na+:4].[OH:5][CH:6]1[CH2:7][C:8]([CH3:42])([CH3:43])[O:9][c:10]2[cH:11][cH:12][c:13](-[c:16]3[c:17]([CH3:41])[n:18][c:19]([CH2:38][CH2:39][CH3:40])[n:20]([CH2:23][c:24]4[cH:25][cH:26][c:27](-[c:30]5[c:31]([C:36]#[N:37])[cH:32][cH:33][cH:34][cH:35]5)[cH:28][cH:29]4)[c:21]3=[O:22])[cH:14][c:15]21>>[CH3:2][O:5][CH:6]1[CH2:7][C:8]([CH3:42])([CH3:43])[O:9][c:10]2[cH:11][cH:12][c:13](-[c:16]3[c:17]([CH3:41])[n:18][c:19]([CH2:38][CH2:39][CH3:40])[n:20]([CH2:23][c:24]4[cH:25][cH:26][c:27](-[c:30]5[c:31]([C:36]#[N:37])[cH:32][cH:33][cH:34][cH:35]5)[cH:28][cH:29]4)[c:21]3=[O:22])[cH:14][c:15]21. Starting materials: CN(C)C=O, CCOC(C)=O, [H-], CI, [Na+], CCCc1nc(C)c(-c2ccc3c(c2)C(O)CC(C)(C)O3)c(=O)n1Cc1ccc(-c2ccccc2C#N)cc1. Reactants: NC1=C(C(=O)OC)C=CC(=C1)Cl (Methyl 2-amino-4-chlorobenzoate), FC1=C(C(=CC=C1)F)S(=O)(=O)Cl (2,6-difluorobenzenesulfonyl chloride). Yields the product FC1=C(C(=CC=C1)F)S(=O)(=O)NC1=C(C(=O)O)C=CC(=C1)Cl (2-(2,6-Difluoro-benzenesulfonylamino)-4-chloro-benzoic acid). Reaction SMILES: [NH2:1][C:2]1[CH:11]=[C:10]([Cl:12])[CH:9]=[CH:8][C:3]=1[C:4]([O:6]C)=[O:5].[F:13][C:14]1[CH:19]=[CH:18][CH:17]=[C:16]([F:20])[C:15]=1[S:21](Cl)(=[O:23])=[O:22]>>[F:13][C:14]1[CH:19]=[CH:18][CH:17]=[C:16]([F:20])[C:15]=1[S:21]([NH:1][C:2]1[CH:11]=[C:10]([Cl:12])[CH:9]=[CH:8][C:3]=1[C:4]([OH:6])=[O:5])(=[O:23])=[O:22]. Reported procedure: Methyl 2-amino-4-chlorobenzoate was sulfonylated with 2,6-difluorobenzenesulfonyl chloride and hydrolyzed as in EXAMPLE 1, Parts A and B.